From a dataset of the Open Reaction Database (ORD), a public repository of structured organic reaction records. describe an organic reaction: reactants, conditions, products, and yield The reactants are O=C([O-])O, CCOc1cc(CO)ccc1OCc1nc(-c2ccccc2)oc1C, Cc1ccccc1, [Na+], C1CCOC1, O=S(Cl)Cl. The product is CCOc1cc(CCl)ccc1OCc1nc(-c2ccccc2)oc1C. Reaction SMILES: [C:35](=[O:36])([OH:37])[O-:38].[CH2:5]([CH3:6])[O:7][c:8]1[cH:9][c:10]([CH2:11][OH:12])[cH:13][cH:14][c:15]1[O:16][CH2:17][c:18]1[n:19][c:20](-[c:24]2[cH:25][cH:26][cH:27][cH:28][cH:29]2)[o:21][c:22]1[CH3:23].[CH3:40][c:41]1[cH:42][cH:43][cH:44][cH:45][cH:46]1.[Na+:39].[O:30]1[CH2:31][CH2:32][CH2:33][CH2:34]1.[S:1]([Cl:2])([Cl:3])=[O:4]>>[Cl:3][CH2:11][c:10]1[cH:9][c:8]([O:7][CH2:5][CH3:6])[c:15]([O:16][CH2:17][c:18]2[n:19][c:20](-[c:24]3[cH:25][cH:26][cH:27][cH:28][cH:29]3)[o:21][c:22]2[CH3:23])[cH:14][cH:13]1. As a reaction SMILES: [C:15]([n:16]1[cH:17][cH:18][n:19][cH:20]1)([n:21]1[cH:22][cH:23][n:24][cH:25]1)=[O:26].[CH3:28][CH:29]1[CH2:30][CH2:31][CH:32]([NH2:35])[CH2:33][CH2:34]1.[CH3:45][N:46]([CH3:47])[CH:48]=[O:49].[CH:36]([N:37]([CH2:38][CH3:39])[CH:40]([CH3:41])[CH3:42])([CH3:43])[CH3:44].[ClH:27].[F:1][c:2]1[cH:3][c:4]2[n:5][cH:6][c:7]([C:12](=[O:13])[OH:14])[n:8][c:9]2[cH:10][cH:11]1>>[F:1][c:2]1[cH:3][c:4]2[n:5][cH:6][c:7]([C:12](=[O:14])[NH:35][CH:32]3[CH2:31][CH2:30][CH:29]([CH3:28])[CH2:34][CH2:33]3)[n:8][c:9]2[cH:10][cH:11]1. The reactants are O=C(n1ccnc1)n1ccnc1, CC1CCC(N)CC1, CN(C)C=O, CCN(C(C)C)C(C)C, Cl, O=C(O)c1cnc2cc(F)ccc2n1. Yields the product CC1CCC(NC(=O)c2cnc3cc(F)ccc3n2)CC1. The reactants are CC(Oc1cc(-n2cnc3cc(COS(C)(=O)=O)ncc32)sc1C(N)=O)c1ccccc1C(F)(F)F, NC1CC1, ClCCl. Product: CC(Oc1cc(-n2cnc3cc(CNC4CC4)ncc32)sc1C(N)=O)c1ccccc1C(F)(F)F. Reaction SMILES: [CH3:1][S:2]([O:3][CH2:6][c:7]1[cH:8][c:9]2[c:10]([cH:11][n:12]1)[n:13](-[c:16]1[s:17][c:18]([C:34]([NH2:35])=[O:36])[c:19]([O:21][CH:22]([CH3:23])[c:24]3[c:25]([C:30]([F:31])([F:32])[F:33])[cH:26][cH:27][cH:28][cH:29]3)[cH:20]1)[cH:14][n:15]2)(=[O:4])=[O:5].[CH:37]1([NH2:40])[CH2:38][CH2:39]1.[Cl:41][CH2:42][Cl:43]>>[CH2:6]([c:7]1[cH:8][c:9]2[c:10]([cH:11][n:12]1)[n:13](-[c:16]1[s:17][c:18]([C:34]([NH2:35])=[O:36])[c:19]([O:21][CH:22]([CH3:23])[c:24]3[c:25]([C:30]([F:31])([F:32])[F:33])[cH:26][cH:27][cH:28][cH:29]3)[cH:20]1)[cH:14][n:15]2)[NH:40][CH:37]1[CH2:38][CH2:39]1. Reactants: [H-].[Na+] (sodiumhydride), C(CC)C1=NC=CC(=C1)C=O (2-propyl-4-pyridinecarboxaldehyde), CO (methanol), [Cl-].C(#N)C[P+](C1=CC=CC=C1)(C1=CC=CC=C1)C1=CC=CC=C1 ((cyanomethyl)triphenylphosphonium chloride). The solvent is O1CCCC1 (tetrahydrofurane), CN(C=O)C (dimethylformamide), O1CCCC1 (tetrahydrofuran). Conditions: time 1 hour. Yields the product C(CC)C1=NC=CC(=C1)C=CC#N (3-(2-propyl-pyridin-4-yl)-acrylonitrile). Isolated yield 46.8%. As a reaction SMILES: [H-].[Na+].[Cl-].[C:4]([CH2:6][P+](C1C=CC=CC=1)(C1C=CC=CC=1)C1C=CC=CC=1)#[N:5].[CH2:26]([C:29]1[CH:34]=[C:33]([CH:35]=O)[CH:32]=[CH:31][N:30]=1)[CH2:27][CH3:28].CO>O1CCCC1.CN(C)C=O>[CH2:26]([C:29]1[CH:34]=[C:33]([CH:35]=[CH:6][C:4]#[N:5])[CH:32]=[CH:31][N:30]=1)[CH2:27][CH3:28] |f:0.1,2.3|. Procedure: To a suspension of 1.39 g (0.03 mol) sodiumhydride in 40 ml tetrahydrofurane and 40 ml dimethylformamide were added 10.13 g (0.03 mol) (cyanomethyl)triphenylphosphonium chloride. After sirring for 1 hour at room temperature a solution of 4.48 g (0.03 mol) 2-propyl-4-pyridinecarboxaldehyde in 15 ml tetrahydrofuran were added and stirring was continued for 15 hours. Then 10 ml methanol were added) the solvents were evaporated and the residue chromatographed on aluminiumoxide with dichloromethane t... Starting materials: CO, CC(C)O, COc1ncc(-c2cc(-c3ncc(CN4CCN(C(C)C)CC4)o3)c3cnn(S(=O)(=O)c4ccccc4)c3c2)cc1NS(=O)(=O)c1ccc(F)cc1F, [Na+], [OH-]. The product is COc1ncc(-c2cc(-c3ncc(CN4CCN(C(C)C)CC4)o3)c3cn[nH]c3c2)cc1NS(=O)(=O)c1ccc(F)cc1F. Reaction SMILES: [CH3:60][OH:61].[CH:56]([OH:57])([CH3:58])[CH3:59].[F:1][c:2]1[c:3]([S:9](=[O:10])(=[O:11])[NH:12][c:13]2[c:14]([O:52][CH3:53])[n:15][cH:16][c:17](-[c:19]3[cH:20][c:21](-[c:37]4[o:38][c:39]([CH2:42][N:43]5[CH2:44][CH2:45][N:46]([CH:49]([CH3:50])[CH3:51])[CH2:47][CH2:48]5)[cH:40][n:41]4)[c:22]4[cH:23][n:24][n:25]([S:28]([c:29]5[cH:30][cH:31][cH:32][cH:33][cH:34]5)(=[O:35])=[O:36])[c:26]4[cH:27]3)[cH:18]2)[cH:4][cH:5][c:6]([F:8])[cH:7]1.[Na+:55].[OH-:54]>>[F:1][c:2]1[c:3]([S:9](=[O:10])(=[O:11])[NH:12][c:13]2[c:14]([O:52][CH3:53])[n:15][cH:16][c:17](-[c:19]3[cH:20][c:21](-[c:37]4[o:38][c:39]([CH2:42][N:43]5[CH2:44][CH2:45][N:46]([CH:49]([CH3:50])[CH3:51])[CH2:47][CH2:48]5)[cH:40][n:41]4)[c:22]4[cH:23][n:24][nH:25][c:26]4[cH:27]3)[cH:18]2)[cH:4][cH:5][c:6]([F:8])[cH:7]1. Reactants: solution, B(Br)(Br)Br (BBr3), C(C)OC1=CC2=C(N=C(S2)S(=O)(=O)N)C=C1 (6-ethoxy-2-benzothiazolesulfonamide). Run in C(Cl)Cl (CH2Cl2), C(Cl)Cl (CH2Cl2). Conditions: time 15 hour. Yields the product OC1=CC2=C(N=C(S2)S(=O)(=O)N)C=C1 (6-Hydroxy-2-benzothiazolesulfonamide). Isolated yield 76.0%. Reaction SMILES: B(Br)(Br)Br.C([O:7][C:8]1[CH:20]=[CH:19][C:11]2[N:12]=[C:13]([S:15]([NH2:18])(=[O:17])=[O:16])[S:14][C:10]=2[CH:9]=1)C>C(Cl)Cl>[OH:7][C:8]1[CH:20]=[CH:19][C:11]2[N:12]=[C:13]([S:15]([NH2:18])(=[O:17])=[O:16])[S:14][C:10]=2[CH:9]=1. Procedure details: A 1 M solution of BBr3 in CH2Cl2 (23 mL, 0.022 mol) was cooled to -80° C. in a dry ice/acetone bath under a N2 atmosphere. A suspension of 6-ethoxy-2-benzothiazolesulfonamide (0.5 g, 0.002 mol) in 75 mL of CH2Cl2 was added slowly to the cooled BBR3 solution The reaction was removed from the cooling bath and stirred at room temperature for 15 hours. It was poured into ice-water, stirred for 30 min, and filtered to Yield 0.35 g of product (73.8%). The product was purified by recrystallization from... Reactants: CCOCC (Et2O), C(C)(C)(C)OC(=O)N1CCN(CC1)C([C@H](CCCN/C(=N/S(=O)(=O)C=1C(=C(C2=C(CC(O2)(C)C)C1C)C)C)/N)NS(=O)(=O)C1=CC2=CC=CC=C2C=C1)=O (4-[(S)-5-({Amino-[(E)-2,2,4,6,7-pentamethyl-2,3-dihydro-benzofuran-5-sulfonylimino]-methyl}-amino)-2-(naphthalene-2-sulfonylamino)-pentanoyl]-piperazine-1-carboxylic acid tert-butyl ester), Cl (HCl). The solvent is O1CCOCC1 (dioxane), O1CCOCC1 (dioxane). Reaction conditions: time 1.5 hour. Product: N/C(/NCCC[C@@H](C(N1CCNCC1)=O)NS(=O)(=O)C1=CC2=CC=CC=C2C=C1)=N\S(=O)(=O)C=1C(=C(C2=C(CC(O2)(C)C)C1C)C)C (2,2,4,6,7-Pentamethyl-2,3-dihydro-benzofuran-5-sulfonic acid 1-amino-1-[(S)-4-(naphthalene-2-sulfonylamino)-5-oxo-5-piperazin-1-yl-pentylamino]-meth-(E)-ylideneamide). Yield: 100.0%. As a reaction SMILES: C(OC([N:8]1[CH2:13][CH2:12][N:11]([C:14](=[O:54])[C@@H:15]([NH:40][S:41]([C:44]2[CH:53]=[CH:52][C:51]3[C:46](=[CH:47][CH:48]=[CH:49][CH:50]=3)[CH:45]=2)(=[O:43])=[O:42])[CH2:16][CH2:17][CH2:18][NH:19]/[C:20](/[NH2:39])=[N:21]/[S:22]([C:25]2[C:26]([CH3:38])=[C:27]([CH3:37])[C:28]3[O:32][C:31]([CH3:34])([CH3:33])[CH2:30][C:29]=3[C:35]=2[CH3:36])(=[O:24])=[O:23])[CH2:10][CH2:9]1)=O)(C)(C)C.Cl.CCOCC>O1CCOCC1>[NH2:39]/[C:20](=[N:21]\[S:22]([C:25]1[C:26]([CH3:38])=[C:27]([CH3:37])[C:28]2[O:32][C:31]([CH3:34])([CH3:33])[CH2:30][C:29]=2[C:35]=1[CH3:36])(=[O:24])=[O:23])/[NH:19][CH2:18][CH2:17][CH2:16][C@H:15]([NH:40][S:41]([C:44]1[CH:53]=[CH:52][C:51]2[C:46](=[CH:47][CH:48]=[CH:49][CH:50]=2)[CH:45]=1)(=[O:43])=[O:42])[C:14](=[O:54])[N:11]1[CH2:10][CH2:9][NH:8][CH2:13][CH2:12]1. Procedure details: To a solution of compound C (36.6 g, 46.2 mmol) in dioxane (60 mL) was added 4M HCl in dioxane (58 mL) dropwise. The reaction mixture was stirred at room temperature for 1.5 h. Et2O (600 mL) was added to the reaction mixture, precipitated product was filtered off, washed with Et2O and finally dried under vacuum to afford compound D (34.5 g, 46.2 mmol). LC-MS [M+H] 685.4 (C33H44N6O6S2+H, calc: 685.9). Compound D was used without further purification. Reactants: CCOC(=O)c1c(C2CC2)nc2cc(Br)ccc2c1C, C1CCCCC1, CCOC(C)=O, Cc1ccccc1, NCc1ccc(F)cc1. Product: Cc1c(C(=O)NCc2ccc(F)cc2)c(C2CC2)nc2cc(Br)ccc12. RXN SMILES: [CH2:1]([O:2][C:4](=[O:5])[c:6]1[c:7]([CH:18]2[CH2:19][CH2:20]2)[n:8][c:9]2[cH:10][c:11]([Br:17])[cH:12][cH:13][c:14]2[c:15]1[CH3:16])[CH3:3].[CH2:36]1[CH2:37][CH2:38][CH2:39][CH2:40][CH2:41]1.[CH3:30][CH2:31][O:32][C:33]([CH3:34])=[O:35].[CH3:42][c:43]1[cH:44][cH:45][cH:46][cH:47][cH:48]1.[F:21][c:22]1[cH:23][cH:24][c:25]([CH2:26][NH2:27])[cH:28][cH:29]1>>[C:4](=[O:5])([c:6]1[c:7]([CH:18]2[CH2:19][CH2:20]2)[n:8][c:9]2[cH:10][c:11]([Br:17])[cH:12][cH:13][c:14]2[c:15]1[CH3:16])[NH:27][CH2:26][c:25]1[cH:24][cH:23][c:22]([F:21])[cH:29][cH:28]1. Starting materials: CC(=O)OO, CCO, O=C(Oc1ccccc1)c1cccc(CSc2nc3cnccc3[nH]2)c1. Product: O=C(Oc1ccccc1)c1cccc(CS(=O)c2nc3cnccc3[nH]2)c1. Reaction SMILES: [C:27]([O:28][OH:30])(=[O:29])[CH3:31].[CH3:32][CH2:33][OH:34].[c:1]1([O:7][C:8]([c:9]2[cH:10][c:11]([CH2:15][S:16][c:17]3[nH:18][c:19]4[c:20]([cH:21][n:22][cH:23][cH:24]4)[n:25]3)[cH:12][cH:13][cH:14]2)=[O:26])[cH:2][cH:3][cH:4][cH:5][cH:6]1>>[c:1]1([O:7][C:8]([c:9]2[cH:10][c:11]([CH2:15][S:16]([c:17]3[nH:18][c:19]4[c:20]([cH:21][n:22][cH:23][cH:24]4)[n:25]3)=[O:29])[cH:12][cH:13][cH:14]2)=[O:26])[cH:2][cH:3][cH:4][cH:5][cH:6]1. Reactants: CC(C)(C)S(N)=O, CC(NC(=O)OC(C)(C)C)C(=O)c1ccc(F)cc1. The product is CC(NC(=O)OC(C)(C)C)C(=NS(=O)C(C)(C)C)c1ccc(F)cc1. As a reaction SMILES: [CH3:20][C:21]([CH3:22])([CH3:23])[S:24](=[O:25])[NH2:26].[F:1][c:2]1[cH:3][cH:4][c:5]([C:8]([CH:9]([CH3:10])[NH:11][C:12]([O:13][C:14]([CH3:15])([CH3:16])[CH3:17])=[O:18])=[O:19])[cH:6][cH:7]1>>[F:1][c:2]1[cH:3][cH:4][c:5]([C:8]([CH:9]([CH3:10])[NH:11][C:12]([O:13][C:14]([CH3:15])([CH3:16])[CH3:17])=[O:18])=[N:26][S:24]([C:21]([CH3:20])([CH3:22])[CH3:23])=[O:25])[cH:6][cH:7]1.